The task is: describe an organic reaction: reactants, conditions, products, and yield. This data is from the Open Reaction Database (ORD), a public repository of structured organic reaction records. Starting materials: Cl, Cl, CNC(=O)c1c(-c2ccc(F)cc2)oc2ccc(-c3cc(F)cc(C(=O)O)c3)cc12, O, NC1(c2ccccn2)CC1. Yields the product CNC(=O)c1c(-c2ccc(F)cc2)oc2ccc(-c3cc(F)cc(C(=O)NC4(c5ccccn5)CC4)c3)cc12. Reaction SMILES: [ClH:31].[ClH:32].[F:1][c:2]1[cH:3][c:4]([C:5](=[O:6])[OH:7])[cH:8][c:9](-[c:11]2[cH:12][cH:13][c:14]3[c:15]([c:16]([C:26]([NH:27][CH3:28])=[O:29])[c:17](-[c:19]4[cH:20][cH:21][c:22]([F:25])[cH:23][cH:24]4)[o:18]3)[cH:30]2)[cH:10]1.[OH2:43].[n:33]1[c:34]([C:39]2([NH2:42])[CH2:40][CH2:41]2)[cH:35][cH:36][cH:37][cH:38]1>>[F:1][c:2]1[cH:3][c:4]([C:5](=[O:7])[NH:42][C:39]2([c:34]3[n:33][cH:38][cH:37][cH:36][cH:35]3)[CH2:40][CH2:41]2)[cH:8][c:9](-[c:11]2[cH:12][cH:13][c:14]3[c:15]([c:16]([C:26]([NH:27][CH3:28])=[O:29])[c:17](-[c:19]4[cH:20][cH:21][c:22]([F:25])[cH:23][cH:24]4)[o:18]3)[cH:30]2)[cH:10]1. The reactants are C1(CCCCC1)C1=CC=C(C=C1)C(O)C1=CC=CC=C1 (4-cyclohexylphenylphenylcarbinol), S(=O)(Cl)Cl (thionyl chloride). Run in C1=CC=CC=C1 (benzene). Run at temperature 70 celsius. The product is C1(CCCCC1)C1=CC=C(C=C1)C(Cl)C1=CC=CC=C1 (4-cyclohexylphenyl-phenylchloromethane). The yield is 97.0%. As a reaction SMILES: [CH:1]1([C:7]2[CH:12]=[CH:11][C:10]([CH:13]([C:15]3[CH:20]=[CH:19][CH:18]=[CH:17][CH:16]=3)O)=[CH:9][CH:8]=2)[CH2:6][CH2:5][CH2:4][CH2:3][CH2:2]1.S(Cl)([Cl:23])=O>C1C=CC=CC=1>[CH:1]1([C:7]2[CH:12]=[CH:11][C:10]([CH:13]([C:15]3[CH:20]=[CH:19][CH:18]=[CH:17][CH:16]=3)[Cl:23])=[CH:9][CH:8]=2)[CH2:6][CH2:5][CH2:4][CH2:3][CH2:2]1. Procedure details: 76 g (0.286 mol) of 4-cyclohexylphenylphenylcarbinol are introduced in portions into a mixture of 143 ml (2 mols) of thionyl chloride and 200 ml of benzene at 70° C. The reaction mixture is heated to 70° C. for 15 hours and then evaporated. The oil which remains is stirred with petroleum ether, whereupon it solidifies to a crystal sludge. 79 g (96% of theory) of 4-cyclohexylphenyl-phenylchloromethane of melting point 75° C. are obtained. ##STR7## Reactants: C(Cl)Cl (methylene chloride), Zr nitro, [Cl-].[Cl-].[Cl-].[Cl-].[Zr+4] (zirconium tetrachloride), [Cl-].[Cl-].[Cl-].[Al+3] (aluminum trichloride). Solvent: [N+](=O)([O-])C (nitromethane). Yields the product [Al+3].[Cl-].[Cl-].[Cl-].[Cl-].[Cl-].[Cl-].[Cl-].[Zr+4] (AlCl3 ZrCl4). As a reaction SMILES: [Cl-:1].[Cl-].[Cl-].[Cl-].[Zr+4:5].[Cl-].[Cl-].[Cl-].[Al+3:9].C(Cl)[Cl:11]>[N+](C)([O-])=O>[Al+3:9].[Cl-:11].[Cl-:1].[Cl-:11].[Cl-:11].[Cl-:11].[Cl-:11].[Cl-:11].[Zr+4:5] |f:0.1.2.3.4,5.6.7.8,11.12.13.14.15.16.17.18.19|. Reported procedure: 1.2 g (5.1 mmol) of zirconium tetrachloride and 6.2 g (46.5 mmol) of aluminum trichloride were placed in a two-necked round-bottomed flask under an argon atmosphere. 410 ml of methylene chloride and 23 ml (25.9 g) of nitromethane were added (ratio Zr/nitro compound 1:82.5). Reactants: C(C)(C)(C)OC(=O)N1CCCCC1 (N-tert-butoxycarbonyl piperidine), C1CCOC1 (THF), ice water, Cl[Si](C)(C)C (Chlorotrimethylsilane), BrC1=CC=C2C(=NC=NN21)N (7-bromopyrrolo[2,1-f][1,2,4]triazin-4-amine), O1CCCC1 (tetrahydrofuran), CC(C)[Mg]Cl (2-propyl magnesium chloride). Run in ClCCl (dichloromethane). Run at temperature 0 celsius, time 3 hour. Isolated yield 52.0%. As a reaction SMILES: Cl[Si](C)(C)C.Br[C:7]1[N:15]2[C:10]([C:11]([NH2:16])=[N:12][CH:13]=[N:14]2)=[CH:9][CH:8]=1.CC([Mg]Cl)C.[C:22]([O:26][C:27]([N:29]1[CH2:34][CH2:33][CH2:32][CH2:31][CH2:30]1)=[O:28])([CH3:25])([CH3:24])[CH3:23].[O:35]1CCCC1>ClCCl>[NH2:16][C:11]1[C:10]2=[CH:9][CH:8]=[C:7]([C:32]3([OH:35])[CH2:33][CH2:34][N:29]([C:27]([O:26][C:22]([CH3:25])([CH3:23])[CH3:24])=[O:28])[CH2:30][CH2:31]3)[N:15]2[N:14]=[CH:13][N:12]=1. Product: NC1=NC=NN2C1=CC=C2C2(CCN(CC2)C(=O)OC(C)(C)C)O (tert-Butyl 4-(4-aminopyrrolo[2,1-f][1,2,4]triazin-7-yl)-4-hydroxypiperidine-1-carboxylate). Procedure details: Chlorotrimethylsilane (89 mL, 0.70 mol) was added drop wise to a stirred solution of 7-bromopyrrolo[2,1-f][1,2,4]triazin-4-amine in tetrahydrofuran (1.6 L, anhydrous) and stirring was continued for 3 h. The solution was cooled to 0° C. and 2-propyl magnesium chloride solution (2M in THF, 740 mL, 1.48 mol) was slowly added. The reaction was warmed to 25° C. and stirring continued for 2 h, then cooled back down to −5° C. and a solution of N-tert-butoxycarbonyl piperidine (91.0 g, 0.68 mol) in THF ... Starting materials: CCOC(=O)c1ccc2oc(C3CCN(C4CC(C(=O)N5CCSC5)N(C(=O)OC(C)(C)C)C4)CC3)nc2c1, CCOC(=O)c1ccc2oc(C3CCN(C4CNC(C(=O)N5CCSC5)C4)CC3)nc2c1, CCO, Cl, [Li+], [OH-], O, O. The product is CC(C)(C)OC(=O)N1CC(N2CCC(c3nc4cc(C(=O)O)ccc4o3)CC2)CC1C(=O)N1CCSC1. RXN SMILES: [C:1]([CH3:2])([CH3:3])([CH3:4])[O:5][C:6](=[O:7])[N:8]1[CH:9]([C:33](=[O:34])[N:35]2[CH2:36][S:37][CH2:38][CH2:39]2)[CH2:10][CH:11]([N:13]2[CH2:14][CH2:15][CH:16]([c:19]3[o:20][c:21]4[c:22]([n:23]3)[cH:24][c:25]([C:28](=[O:29])[O:30][CH2:31][CH3:32])[cH:26][cH:27]4)[CH2:17][CH2:18]2)[CH2:12]1.[CH2:40]([O:41][C:42]([c:43]1[cH:44][cH:45][c:46]2[o:47][c:48]([CH:49]3[CH2:50][CH2:51][N:52]([CH:53]4[CH2:54][NH:55][CH:56]([C:57]([N:58]5[CH2:59][CH2:60][S:61][CH2:62]5)=[O:63])[CH2:64]4)[CH2:65][CH2:66]3)[n:67][c:68]2[cH:69]1)=[O:70])[CH3:71].[CH3:75][CH2:76][OH:77].[ClH:79].[Li+:74].[OH-:73].[OH2:72].[OH2:78]>>[C:1]([CH3:2])([CH3:3])([CH3:4])[O:5][C:6](=[O:7])[N:8]1[CH:9]([C:33](=[O:34])[N:35]2[CH2:36][S:37][CH2:38][CH2:39]2)[CH2:10][CH:11]([N:13]2[CH2:14][CH2:15][CH:16]([c:19]3[o:20][c:21]4[c:22]([n:23]3)[cH:24][c:25]([C:28](=[O:29])[OH:30])[cH:26][cH:27]4)[CH2:17][CH2:18]2)[CH2:12]1. The reactants are CI, CC(C)Nc1cc([N+](=O)[O-])ccc1OC(C)C, [H-], [Na+], CN(C)C=O. Product: CC(C)Oc1ccc([N+](=O)[O-])cc1N(C)C(C)C. RXN SMILES: [CH3:20][I:21].[CH:1]([CH3:2])([CH3:3])[O:4][c:5]1[c:6]([NH:14][CH:15]([CH3:16])[CH3:17])[cH:7][c:8]([N+:11](=[O:12])[O-:13])[cH:9][cH:10]1.[H-:18].[Na+:19].[O:22]=[CH:23][N:24]([CH3:25])[CH3:26]>>[CH:1]([CH3:2])([CH3:3])[O:4][c:5]1[c:6]([N:14]([CH:15]([CH3:16])[CH3:17])[CH3:20])[cH:7][c:8]([N+:11](=[O:12])[O-:13])[cH:9][cH:10]1. Reactants: [OH-].[Na+] (sodium hydroxide), C=O (formaldehyde), C(#N)[BH3-].[Na+] (sodium cyanoborohydride), N1C(=NC=C1)CN(CC=1NC=CN1)CC1=CC=C(CNCCCCN(CCC)CCC)C=C1 (N-(4-{[bis(1H-imidazol-2-ylmethyl)-amino]-methyl}-benzyl)-N′,N′-dipropylbutane-1,4-diamine). Solvent: CO (methanol), C(C)(=O)O (acetic acid). Run at time 17 hour. The product is N1C(=NC=C1)CN(CC=1NC=CN1)CC1=CC=C(CN(CCCCN(CCC)CCC)C)C=C1 (N-(4-{[bis(1H-imidazol-2-ylmethyl)-amino]-methyl}-benzyl)-N-methyl-N′,N′-dipropylbutane-1,4-diamine). As a reaction SMILES: [NH:1]1[CH:5]=[CH:4][N:3]=[C:2]1[CH2:6][N:7]([CH2:14][C:15]1[CH:33]=[CH:32][C:18]([CH2:19][NH:20][CH2:21][CH2:22][CH2:23][CH2:24][N:25]([CH2:29][CH2:30][CH3:31])[CH2:26][CH2:27][CH3:28])=[CH:17][CH:16]=1)[CH2:8][C:9]1[NH:10][CH:11]=[CH:12][N:13]=1.C=O.[C:36]([BH3-])#N.[Na+].[OH-].[Na+]>CO.C(O)(=O)C>[NH:1]1[CH:5]=[CH:4][N:3]=[C:2]1[CH2:6][N:7]([CH2:14][C:15]1[CH:33]=[CH:32][C:18]([CH2:19][N:20]([CH3:36])[CH2:21][CH2:22][CH2:23][CH2:24][N:25]([CH2:26][CH2:27][CH3:28])[CH2:29][CH2:30][CH3:31])=[CH:17][CH:16]=1)[CH2:8][C:9]1[NH:13][CH:12]=[CH:11][N:10]=1 |f:2.3,4.5|. Procedure details: The compound (150.7 mg) obtained in Example 25-5 was dissolved in methanol (3.0 ml). Then, a 36% formaldehyde aqueous solution (manufactured by Kanto Kagaku) (50 μl) and sodium cyanoborohydride (36.2 mg) were added to the solution in this order. After the reaction solution was adjusted to pH 5 with acetic acid, the solution was stirred at room temperature for 17 hours. The reaction solution was added with a 1 mol/l sodium hydroxide aqueous solution and then extracted with chloroform. Subsequentl... Reaction SMILES: [C:1]([CH3:2])(=[O:3])[CH:4]([CH2:5][CH2:6][CH2:7][CH2:8][CH2:9][CH2:10][C:11](=[O:12])[OH:13])[CH2:14][C:15]#[C:16][C:17]1([OH:23])[CH2:18][CH2:19][CH2:20][CH2:21][CH2:22]1.[C:24]([CH:25]([CH2:26][C:27]#[C:28][CH:29]([OH:30])[CH2:31][CH2:32][CH2:33][CH2:34][CH3:35])[CH2:36][CH2:37][CH2:38][CH2:39][CH2:40][CH2:41][C:42]([OH:43])=[O:44])(=[O:45])[CH3:46]>>[C:1]([CH3:2])(=[O:3])[CH:4]([CH2:5][CH2:6][CH2:7][CH2:8][CH2:9][CH2:10][C:11](=[O:12])[OH:13])[CH2:14][CH2:15][CH2:16][C:17]1([OH:23])[CH2:18][CH2:19][CH2:20][CH2:21][CH2:22]1. Yields the product CC(=O)C(CCCCCCC(=O)O)CCCC1(O)CCCCC1. The reactants are CC(=O)C(CC#CC1(O)CCCCC1)CCCCCCC(=O)O, CCCCCC(O)C#CCC(CCCCCCC(=O)O)C(C)=O. Solvent: P(=O)(Cl)(Cl)Cl (phosphorus oxychloride). Procedure: 4-Quinazolone (5 g, 34.2 mmol), phosphorus pentachloride (10.26 g, 47.9 mmol) and phosphorus oxychloride (40 ml) were refluxed for two hours at 115-118 C. The phosphorus oxychloride was removed in vacuo and the residue was extracted in ether. The entire mixture was then poured into a vessel containing crushed ice and again extracted with ether. The ether layer was then washed with sodium bicarbonate and dried. The ether was then removed under reduced pressure and the crude material was recrystal... Reaction SMILES: [N:1]1[C:10]2[C:5](=[CH:6][CH:7]=[CH:8][CH:9]=2)[C:4](=O)[NH:3][CH:2]=1.P(Cl)(Cl)(Cl)(Cl)[Cl:13]>P(Cl)(Cl)(Cl)=O>[Cl:13][C:4]1[C:5]2[C:10](=[CH:9][CH:8]=[CH:7][CH:6]=2)[N:1]=[CH:2][N:3]=1. Starting materials: N1=CNC(C2=CC=CC=C12)=O (4-Quinazolone), P(Cl)(Cl)(Cl)(Cl)Cl (phosphorus pentachloride). Yields the product ClC1=NC=NC2=CC=CC=C12 (4-Chloro quinazoline). The reactants are BrC1=CC(=C(C#N)C=C1)C(F)(F)F (4-bromo-2-trifluoromethylbenzonitrile), FC1=CC=C(C=C1)C1(NC(NC1=O)=O)COCC=C (4-(4-fluorophenyl)-4-[(2-propenyloxy)methyl]imidazolidine-2,5-dione). Reagents/catalysts: [Cu-]=O (copper (I) oxide). Run in CC(=O)N(C)C (DMAC), N (ammonia). Conditions: temperature 160 celsius. Product: O=C1N(C(C(N1)(COCC=C)C1=CC=C(C=C1)F)=O)C1=CC(=C(C#N)C=C1)C(F)(F)F (4-[2,5-Dioxo-4-(4-fluorophenyl)-4-[(2-propenyloxy)methyl]imidazolidin-1-yl]-2-trifluoromethylbenzonitrile). RXN SMILES: Br[C:2]1[CH:9]=[CH:8][C:5]([C:6]#[N:7])=[C:4]([C:10]([F:13])([F:12])[F:11])[CH:3]=1.[F:14][C:15]1[CH:20]=[CH:19][C:18]([C:21]2([CH2:28][O:29][CH2:30][CH:31]=[CH2:32])[C:25](=[O:26])[NH:24][C:23](=[O:27])[NH:22]2)=[CH:17][CH:16]=1>CC(N(C)C)=O.N.[Cu-]=O>[O:27]=[C:23]1[NH:22][C:21]([C:18]2[CH:19]=[CH:20][C:15]([F:14])=[CH:16][CH:17]=2)([CH2:28][O:29][CH2:30][CH:31]=[CH2:32])[C:25](=[O:26])[N:24]1[C:2]1[CH:9]=[CH:8][C:5]([C:6]#[N:7])=[C:4]([C:10]([F:13])([F:12])[F:11])[CH:3]=1. Reported procedure: 0.33 g of copper (I) oxide and 0.95 g of 4-bromo-2-trifluoromethylbenzonitrile are added to a solution of 1 g 4-(4-fluorophenyl)-4-[(2-propenyloxy)methyl]imidazolidine-2,5-dione obtained in step 3 in 3 mL of DMAC. The mixture is heated at 160° C. for 3 hours. After cooling, the mixture is diluted with a 50% aqueous ammonia solution and extracted with ethyl acetate. The organic layer is dried over sodium sulfate, filtered and evaporated. The crude product is purified by chromatography over silica...